describe an organic reaction: reactants, conditions, products, and yield From a dataset of the Open Reaction Database (ORD), a public repository of structured organic reaction records. The reactants are C(C1=CC=CC=C1)OC1=CC(=C(C=C1)C(C(=O)OCC)C(=O)OCC)[N+](=O)[O-] (diethyl 2-(4-benzyloxy-2-nitrophenyl)malonate), Cl (HCl), CCO (EtOH), [OH-].[Na+] (NaOH). Run in C(Cl)(Cl)Cl (CHCl3). Yields the product C(C1=CC=CC=C1)OC1=CC(=C(C=C1)CC(=O)O)[N+](=O)[O-] (4-benzyloxy-2-nitrophenylacetic acid). As a reaction SMILES: [CH2:1]([O:8][C:9]1[CH:14]=[CH:13][C:12]([CH:15](C(OCC)=O)[C:16]([O:18]CC)=[O:17])=[C:11]([N+:26]([O-:28])=[O:27])[CH:10]=1)[C:2]1[CH:7]=[CH:6][CH:5]=[CH:4][CH:3]=1.CCO.[OH-].[Na+].Cl>C(Cl)(Cl)Cl>[CH2:1]([O:8][C:9]1[CH:14]=[CH:13][C:12]([CH2:15][C:16]([OH:18])=[O:17])=[C:11]([N+:26]([O-:28])=[O:27])[CH:10]=1)[C:2]1[CH:3]=[CH:4][CH:5]=[CH:6][CH:7]=1 |f:2.3|. Reported procedure: To a round-bottom flask containing diethyl 2-(4-benzyloxy-2-nitrophenyl) malonate (4c) (2.00 g, 5.17 mmol) was added EtOH (45 mL) and 10% NaOH (60 mL) producing a dark brown solution. The solution was refluxed for 3 h and checked by TLC (CHCl3), at which time the solution was slightly yellowish and clear. The EtOH was removed under reduced pressure to form a yellow suspension and sufficient THF (30 mL) was added to produce a clear yellow solution which was placed in an ice bath and stirred. 6M H... Starting materials: NC1=CC(=C(OC2=CC(=C(C=C2)O)S(=O)(=O)C2=CC=C(C=C2)F)C(=C1)C)C (4-(4-amino-2,6-dimethyl-phenoxy)-2-(4-fluoro-benzenesulfonyl)-phenol), CC(C(=O)Cl)C(=O)Cl (methyl malonyl chloride), C1CCOC1 (THF). Conditions: time 2 hour. Yields the product COC(CC(=O)NC1=CC(=C(C(=C1)C)OC1=CC(=C(C=C1)O)S(=O)(=O)C1=CC=C(C=C1)F)C)=O (N-{4-[3-(4-Fluoro-benzenesulfonyl)-4-hydroxy-phenoxy]-3,5-dimethyl-phenyl}-malonamic acid methyl ester). RXN SMILES: [NH2:1][C:2]1[CH:25]=[C:24]([CH3:26])[C:5]([O:6][C:7]2[CH:12]=[CH:11][C:10]([OH:13])=[C:9]([S:14]([C:17]3[CH:22]=[CH:21][C:20]([F:23])=[CH:19][CH:18]=3)(=[O:16])=[O:15])[CH:8]=2)=[C:4]([CH3:27])[CH:3]=1.C[CH:29]([C:33](Cl)=[O:34])[C:30](Cl)=[O:31].C1C[O:39][CH2:38]C1>>[CH3:38][O:39][C:33](=[O:34])[CH2:29][C:30]([NH:1][C:2]1[CH:25]=[C:24]([CH3:26])[C:5]([O:6][C:7]2[CH:12]=[CH:11][C:10]([OH:13])=[C:9]([S:14]([C:17]3[CH:18]=[CH:19][C:20]([F:23])=[CH:21][CH:22]=3)(=[O:16])=[O:15])[CH:8]=2)=[C:4]([CH3:27])[CH:3]=1)=[O:31]. Reported procedure: To a solution of 4-(4-amino-2,6-dimethyl-phenoxy)-2-(4-fluoro-benzenesulfonyl)-phenol (5.53 g, 14.3 mmol) in dry THF (30 mL) was added methyl malonyl chloride (1.68 mL, 15.7 mmol). The solution was stirred 2 h at RT then concentrated to a pink solid. The solid was dissolved in a minimal amount of CH2Cl2, passed through silica gel and eluted with 2% methanol in CH2Cl2 (750 mL). The solution was concentrated to a pink solid, and the solid was dissolved in EtOAc (30 ml) and cyclohexane (200 mL) was... Reactants: [BH4-], CCC(Sc1nc(Nc2ccc(S(N)(=O)=O)nc2)ncc1Br)C(C)=O, C1CCOC1, CC(=O)O, CO, [Na+]. Product: CCC(Sc1nc(Nc2ccc(S(N)(=O)=O)nc2)ncc1Br)C(C)O. As a reaction SMILES: [BH4-:26].[Br:1][c:2]1[c:3]([S:19][CH:20]([C:21]([CH3:22])=[O:23])[CH2:24][CH3:25])[n:4][c:5]([NH:8][c:9]2[cH:10][cH:11][c:12]([S:15](=[O:16])(=[O:17])[NH2:18])[n:13][cH:14]2)[n:6][cH:7]1.[CH2:32]1[O:33][CH2:34][CH2:35][CH2:36]1.[CH3:28][C:29](=[O:30])[OH:31].[CH3:37][OH:38].[Na+:27]>>[Br:1][c:2]1[c:3]([S:19][CH:20]([CH:21]([CH3:22])[OH:23])[CH2:24][CH3:25])[n:4][c:5]([NH:8][c:9]2[cH:10][cH:11][c:12]([S:15](=[O:16])(=[O:17])[NH2:18])[n:13][cH:14]2)[n:6][cH:7]1. The reactants are C1(=CC=CC=C1)C(=C)O[Si](C)(C)C (1-phenyl-1-(trimethylsilyloxy)ethylene), diethyl ester, C1(=CC=CC2=CC=CC=C12)SC(C(=O)O)C(=O)O ([(1-naphthyl)thio]propanedioic acid). Product: OC1=C(C(OC(=C1)C1=CC=CC=C1)=O)SC1=CC=CC2=CC=CC=C12 (4-Hydroxy-3-[(naphthalen-1-yl)thio]-6-phenyl-2H-pyran-2-one). Reaction SMILES: [C:1]1([C:7]([O:9][Si](C)(C)C)=[CH2:8])[CH:6]=[CH:5][CH:4]=[CH:3][CH:2]=1.[C:14]1([S:24][CH:25]([C:29](O)=[O:30])[C:26](O)=[O:27])[C:23]2[C:18](=[CH:19][CH:20]=[CH:21][CH:22]=2)[CH:17]=[CH:16][CH:15]=1>>[OH:30][C:29]1[CH:8]=[C:7]([C:1]2[CH:6]=[CH:5][CH:4]=[CH:3][CH:2]=2)[O:9][C:26](=[O:27])[C:25]=1[S:24][C:14]1[C:23]2[C:18](=[CH:19][CH:20]=[CH:21][CH:22]=2)[CH:17]=[CH:16][CH:15]=1. Reported procedure: The title compound was prepared by Method A using 1-phenyl-1-(trimethylsilyloxy)ethylene (1.95 g, 10.14 mmol) and diethyl ester of [(1-naphthyl)thio]propanedioic acid (1.61 g, 5.07 mmol). m.p. 242-243° C.; 1H NMR (400 MHz, DMSO-d6) δ 6.83 (s, 1H), 7.19 (d, 1H), 7.39 (t, 1H), 7.64-7.42 (m, 5H), 7.69 (d, 1H), 7.83 (m, 2H), 7.94 (d, 1H), 8.28 (d, 1H).